Task: describe an organic reaction: reactants, conditions, products, and yield. Dataset: the Open Reaction Database (ORD), a public repository of structured organic reaction records The reactants are [H][H] (hydrogen), C1(=CC=CC=C1)O (phenol), II (iodine), ClC=1C(=C(N(Cl)Cl)C=CC1)Cl.ClC1=C(C(=C(C(=C1N)Cl)Cl)Cl)Cl (tetrachloroaniline pentachloroaniline). Reagents/catalysts: [Ta] (tantalum), ruthenium-on-charcoal. Run in O (water). Yields the product ClC=1C=C(N)C=C(C1)Cl (3,5-dichloroaniline). The yield is 94.0%. Reaction SMILES: C1(O)C=CC=CC=1.II.ClC1C(Cl)=C(C=CC=1)N(Cl)Cl.Cl[C:22]1[C:27]([NH2:28])=[C:26](Cl)[C:25]([Cl:30])=[C:24](Cl)[C:23]=1[Cl:32].[H][H]>O.[Ta]>[Cl:30][C:25]1[CH:26]=[C:27]([CH:22]=[C:23]([Cl:32])[CH:24]=1)[NH2:28] |f:2.3|. Procedure: 200 parts of phenol, 5.7 parts of iodine, 197 parts of a tetrachloroaniline/pentachloroaniline mixture according to the data in Example 3, and 20 parts of ruthenium-on-charcoal catalyst (5% strength) are subjected to a hydrogenating dehalogenation in a tantalum autoclave at 175° C. with hydrogen under a maximum pressure of 50 bars. In the working up process, the hot mixture is dissolved in 450 parts by volume of water at 100° C., the catalyst is separated off through a suction filter and the fil... Reactants: CCN(C(C)C)C(C)C (DIPEA), N1=C(C=CC=C1)N1CCNCC1 (N-(2-pyridyl)piperazine), CS(=O)(=O)Cl (Methanesulfonyl chloride), C1(CCCCC1)C=1OC2=C(N1)C=CC(=C2)C(=O)N2CC(C2)O ((2-cyclohexyl-benzooxazol-6-yl)-(3-hydroxy-azetidin-1-yl)-methanone), CCN(C(C)C)C(C)C (DIPEA). Solvent: CN(C)C=O (DMF), C(Cl)Cl (DCM). Yields the product C1(CCCCC1)C=1OC2=C(N1)C=CC(=C2)C(=O)N2CC(C2)N2CCN(CC2)C2=NC=CC=C2 (2-cyclohexyl-6-{[3-(4-pyridin-2-ylpiperazin-1-yl)azetidin-1-yl]carbonyl}-1,3-benzoxazole), hydrochloride salt. As a reaction SMILES: CS(Cl)(=O)=O.[CH:6]1([C:12]2[O:13][C:14]3[CH:20]=[C:19]([C:21]([N:23]4[CH2:26][CH:25](O)[CH2:24]4)=[O:22])[CH:18]=[CH:17][C:15]=3[N:16]=2)[CH2:11][CH2:10][CH2:9][CH2:8][CH2:7]1.CCN(C(C)C)C(C)C.[N:37]1[CH:42]=[CH:41][CH:40]=[CH:39][C:38]=1[N:43]1[CH2:48][CH2:47][NH:46][CH2:45][CH2:44]1>C(Cl)Cl.CN(C=O)C>[CH:6]1([C:12]2[O:13][C:14]3[CH:20]=[C:19]([C:21]([N:23]4[CH2:26][CH:25]([N:46]5[CH2:47][CH2:48][N:43]([C:38]6[CH:39]=[CH:40][CH:41]=[CH:42][N:37]=6)[CH2:44][CH2:45]5)[CH2:24]4)=[O:22])[CH:18]=[CH:17][C:15]=3[N:16]=2)[CH2:11][CH2:10][CH2:9][CH2:8][CH2:7]1. Procedure: Methanesulfonyl chloride (0.152 mL, 1.9 mmol) was added dropwise to a solution of (2-cyclohexyl-benzooxazol-6-yl)-(3-hydroxy-azetidin-1-yl)-methanone (0.48 g, 1.6 mmol) and DIPEA (0.558 mL, 3.2 mmol) in DCM (20 mL) at −40° C. under nitrogen. Immediately following the addition, the cooling bath was removed and the mixture slowly warmed to room temperature. The resulting mixture was then washed with water, dried using magnesium sulfate, filtered, and the solvent removed under reduced pressure. The... The reactants are CCOC(C)=O, CN(C)C=O, COCCOc1ccc(CCl)cc1OCCOC, N#C[K]. Yields the product COCCOc1ccc(CC#N)cc1OCCOC. RXN SMILES: [CH3:27][CH2:28][O:29][C:30](=[O:31])[CH3:32].[CH:22]([N:23]([CH3:24])[CH3:25])=[O:26].[Cl:1][CH2:2][c:3]1[cH:4][c:5]([O:14][CH2:15][CH2:16][O:17][CH3:18])[c:6]([O:9][CH2:10][CH2:11][O:12][CH3:13])[cH:7][cH:8]1.[K:19][C:20]#[N:21]>>[CH2:2]([c:3]1[cH:4][c:5]([O:14][CH2:15][CH2:16][O:17][CH3:18])[c:6]([O:9][CH2:10][CH2:11][O:12][CH3:13])[cH:7][cH:8]1)[C:20]#[N:21]. Reactants: C1CCOC1, CC(C)(C)[O-], COc1ccc(C(C)=O)cn1, CCOC(C)=O, Cl, [K+], CC(C)(C)ON=O, O. Yields the product COc1ccc(C(=O)C=NO)cn1. As a reaction SMILES: [CH2:26]1[O:27][CH2:28][CH2:29][CH2:30]1.[CH3:19][C:20]([CH3:21])([O-:22])[CH3:23].[CH3:1][O:2][c:3]1[n:4][cH:5][c:6]([C:9]([CH3:10])=[O:11])[cH:7][cH:8]1.[CH3:32][CH2:33][O:34][C:35]([CH3:36])=[O:37].[ClH:25].[K+:24].[N:12](=[O:13])[O:14][C:15]([CH3:16])([CH3:17])[CH3:18].[OH2:31]>>[CH3:1][O:2][c:3]1[n:4][cH:5][c:6]([C:9]([CH:10]=[N:12][OH:13])=[O:11])[cH:7][cH:8]1. Starting materials: C(C)OC(CNCC1=CC=CC=C1)=O (N-benzylglycine ethyl ester), CCOC=C(C(=O)OCC)C(=O)OCC (diethyl ethoxymethylene malonate), crude material. Conditions: temperature 120 celsius, time 1 hour. Yields the product C(C)OC(C(C(=O)OCC)=CN(CC1=CC=CC=C1)CC(=O)OCC)=O ([[(2-Ethoxy-2-oxoethyl)(phenylmethyl)amino]methylene]propanedioic acid diethyl ester). As a reaction SMILES: [CH2:1]([O:3][C:4](=[O:14])[CH2:5][NH:6][CH2:7][C:8]1[CH:13]=[CH:12][CH:11]=[CH:10][CH:9]=1)[CH3:2].CCO[CH:18]=[C:19]([C:25]([O:27][CH2:28][CH3:29])=[O:26])[C:20]([O:22][CH2:23][CH3:24])=[O:21]>>[CH2:23]([O:22][C:20](=[O:21])[C:19](=[CH:18][N:6]([CH2:5][C:4]([O:3][CH2:1][CH3:2])=[O:14])[CH2:7][C:8]1[CH:13]=[CH:12][CH:11]=[CH:10][CH:9]=1)[C:25]([O:27][CH2:28][CH3:29])=[O:26])[CH3:24]. Procedure: N-benzylglycine ethyl ester (5.79 g, 30 mmol) was combined with diethyl ethoxymethylene malonate (6.48 g, 30 mmol) and stirred at 120° C. for 1 hr. The crude material was used directly for the next reaction. The reactants are ClCC(=O)O (monochloroacetic acid), C1=CC=CC=C1 (benzene), di-(chloroacetyl), NN1C=NC2=CC=C(C=C2C1(C1=NC=CC=C1)O)Br (3-amino-6-bromo-4-hydroxy-4-(2-pyridyl)-3,4-dihydroquinazoline). Product: BrC1=CC(=C(C=C1)N1C(=NN=C1)CCl)C(=O)C1=NC=CC=C1 (4-[4-bromo-2-(2-pyridinecarbonyl)phenyl]-3-chloromethyl-4H-1,2,4-triazole). RXN SMILES: [NH2:1][N:2]1[C:11]([OH:18])([C:12]2[CH:17]=[CH:16][CH:15]=[CH:14][N:13]=2)[C:10]2[C:5](=[CH:6][CH:7]=[C:8]([Br:19])[CH:9]=2)[N:4]=[CH:3]1.[Cl:20][CH2:21]C(O)=O.[CH:25]1C=CC=CC=1>>[Br:19][C:8]1[CH:7]=[CH:6][C:5]([N:4]2[CH:25]=[N:1][N:2]=[C:3]2[CH2:21][Cl:20])=[C:10]([C:11]([C:12]2[CH:17]=[CH:16][CH:15]=[CH:14][N:13]=2)=[O:18])[CH:9]=1. Procedure: A mixture of a solution of 0.94 g of the thus obtained di-(chloroacetyl) derivative of 3-amino-6-bromo-4-hydroxy-4-(2-pyridyl)-3,4-dihydroquinazoline in 19 ml. of benzene and 0.4 g of monochloroacetic acid is refluxed for 30 minutes. Then, the resulting benzene layer is washed with water and separated from the mixture. After evaporation of benzene under reduced pressure, the residue is washed with a mixture of methanol and isopropyl ether to give 4-[4-bromo-2-(2-pyridinecarbonyl)phenyl]-3-chloro... The reactants are CCOC(=O)C(Cc1ccc(O)c(NC(=O)OC(C)(C)C)c1)OCC, O=C([O-])[O-], CS(=O)(=O)OCCc1ccc(OS(C)(=O)=O)cc1, CCC(C)=O, [K+], [K+]. Product: CCOC(=O)C(Cc1ccc(OCCc2ccc(OS(C)(=O)=O)cc2)c(NC(=O)OC(C)(C)C)c1)OCC. RXN SMILES: [C:1]([CH3:2])([CH3:3])([CH3:4])[O:5][C:6](=[O:7])[NH:8][c:9]1[cH:10][c:11]([CH2:16][CH:17]([C:18](=[O:19])[O:20][CH2:21][CH3:22])[O:23][CH2:24][CH3:25])[cH:12][cH:13][c:14]1[OH:15].[C:44](=[O:45])([O-:46])[O-:47].[CH3:26][S:27](=[O:28])(=[O:29])[O:30][c:31]1[cH:32][cH:33][c:34]([CH2:37][CH2:38][O:39][S:40]([CH3:41])(=[O:42])=[O:43])[cH:35][cH:36]1.[CH3:50][C:51](=[O:52])[CH2:53][CH3:54].[K+:48].[K+:49]>>[C:1]([CH3:2])([CH3:3])([CH3:4])[O:5][C:6](=[O:7])[NH:8][c:9]1[cH:10][c:11]([CH2:16][CH:17]([C:18](=[O:19])[O:20][CH2:21][CH3:22])[O:23][CH2:24][CH3:25])[cH:12][cH:13][c:14]1[O:15][CH2:38][CH2:37][c:34]1[cH:33][cH:32][c:31]([O:30][S:27]([CH3:26])(=[O:28])=[O:29])[cH:36][cH:35]1.